Dataset: the Open Reaction Database (ORD), a public repository of structured organic reaction records. Task: describe an organic reaction: reactants, conditions, products, and yield Yields the product CC(C)(C)OC(=O)C(NCCN1C(=O)c2ccccc2C1=O)C(C)(C)C. Reactants: CC(C)(C)OC(=O)C(N)C(C)(C)C, [BH3-]C#N, CC(=O)O, CO, CCOC(C)=O, ClC(Cl)Cl, Cl, [Na+], O=CCN1C(=O)c2ccccc2C1=O. Reaction SMILES: [C:16]([CH3:17])([CH3:18])([CH3:19])[O:20][C:21]([CH:22]([NH2:23])[C:24]([CH3:25])([CH3:26])[CH3:27])=[O:28].[C:29]([BH3-:30])#[N:31].[CH3:33][C:34](=[O:35])[OH:36].[CH3:37][OH:38].[CH3:43][CH2:44][O:45][C:46](=[O:47])[CH3:48].[CH:39]([Cl:40])([Cl:41])[Cl:42].[ClH:15].[Na+:32].[O:1]=[C:2]1[N:3]([CH2:12][CH:13]=[O:14])[C:4](=[O:11])[c:5]2[cH:6][cH:7][cH:8][cH:9][c:10]21>>[O:1]=[C:2]1[N:3]([CH2:12][CH2:13][NH:23][CH:22]([C:21]([O:20][C:16]([CH3:17])([CH3:18])[CH3:19])=[O:28])[C:24]([CH3:25])([CH3:26])[CH3:27])[C:4](=[O:11])[c:5]2[cH:6][cH:7][cH:8][cH:9][c:10]21. Starting materials: COC=1C=C(O[C@H](C(=O)O)[C@]2(NCCC3=CC=CC=C23)C2=CC=CC=C2)C=C(C1)OC ((±)-(S*)-(3,5-dimethoxy-phenoxy)-((1S*)-1-phenyl-1,2,3,4-tetrahydro-isoquinolin-1-yl)-acetic acid), COC1=CC=C(C=C1)CC(=O)Cl (4-methoxyphenylacetyl chloride). Product: COC=1C=C(O[C@H](C(=O)O)[C@]2(N(CCC3=CC=CC=C23)C(CC2=CC=C(C=C2)OC)=O)C2=CC=CC=C2)C=C(C1)OC ((±)-(S*)-(3,5-dimethoxy-phenoxy)-{(1S*)-2-[2-(4-methoxy-phenyl)-acetyl]-1-phenyl-1,2,3,4-tetrahydro-isoquinolin-1-yl}-acetic acid). Isolated yield 60.9%. Reaction SMILES: [CH3:1][O:2][C:3]1[CH:4]=[C:5]([CH:27]=[C:28]([O:30][CH3:31])[CH:29]=1)[O:6][C@@H:7]([C@:11]1([C:21]2[CH:26]=[CH:25][CH:24]=[CH:23][CH:22]=2)[C:20]2[C:15](=[CH:16][CH:17]=[CH:18][CH:19]=2)[CH2:14][CH2:13][NH:12]1)[C:8]([OH:10])=[O:9].[CH3:32][O:33][C:34]1[CH:39]=[CH:38][C:37]([CH2:40][C:41](Cl)=[O:42])=[CH:36][CH:35]=1>>[CH3:1][O:2][C:3]1[CH:4]=[C:5]([CH:27]=[C:28]([O:30][CH3:31])[CH:29]=1)[O:6][C@@H:7]([C@:11]1([C:21]2[CH:22]=[CH:23][CH:24]=[CH:25][CH:26]=2)[C:20]2[C:15](=[CH:16][CH:17]=[CH:18][CH:19]=2)[CH2:14][CH2:13][N:12]1[C:41](=[O:42])[CH2:40][C:37]1[CH:38]=[CH:39][C:34]([O:33][CH3:32])=[CH:35][CH:36]=1)[C:8]([OH:10])=[O:9]. Reported procedure: (±)-(S*)-(3,5-dimethoxy-phenoxy)-{(1S*)-2-[2-(4-methoxy-phenyl)-acetyl]-1-phenyl-1,2,3,4-tetrahydro-isoquinolin-1-yl}-acetic acid (74 mg) is prepared in analogy to Example 5 starting from (±)-(S*)-(3,5-dimethoxy-phenoxy)-((1S*)-1-phenyl-1,2,3,4-tetrahydro-isoquinolin-1-yl)-acetic acid (90 mg, 0.214 mmol, Example 1) and 4-methoxyphenylacetyl chloride (49 μl, 0.321 mmol). LC-MS2: tR=5.25 min, [M+1]+=568.43, [M−1]−=566.51. Starting materials: COC(=O)C1=NC(=C(C=C1N)C(F)(F)F)Br (3-Amino-6-bromo-5-trifluoromethyl-pyridine-2-carboxylic acid methyl ester), C(Cl)Cl (CH2Cl2), CN1N=CC(=C1)B1OC(C(O1)(C)C)(C)C (1-methyl-4-(4,4,5,5-tetramethyl-1,3,2-dioxaborolan-2-yl)-1H-pyrazole), C(=O)([O-])[O-].[Cs+].[Cs+] (Cs2CO3), COC(=O)C1=NC(=C(C=C1N)C(F)(F)F)Br (3-Amino-6-bromo-5-trifluoromethyl-pyridine-2-carboxylic acid methyl ester), [OH-].[Na+] (NaOH). Reagents/catalysts: C1=CC=C(C=C1)P([C-]2C=CC=C2)C3=CC=CC=C3.C1=CC=C(C=C1)P([C-]2C=CC=C2)C3=CC=CC=C3.Cl[Pd]Cl.[Fe+2] (PdCl2(dppf)). Solvent: C1CCOC1 (THF). Conditions: time 8 hour. The product is NC=1C(=NC(=C(C1)C(F)(F)F)C=1C=NN(C1)C)C(=O)O (3-Amino-6-(1-methyl-1H-pyrazol-4-yl)-5-(trifluoromethyl)picolinic acid). As a reaction SMILES: C[O:2][C:3]([C:5]1[C:10]([NH2:11])=[CH:9][C:8]([C:12]([F:15])([F:14])[F:13])=[C:7](Br)[N:6]=1)=[O:4].C(Cl)Cl.[CH3:20][N:21]1[CH:25]=[C:24](B2OC(C)(C)C(C)(C)O2)[CH:23]=[N:22]1.C([O-])([O-])=O.[Cs+].[Cs+].[OH-].[Na+]>C1COCC1.C1C=CC(P(C2C=CC=CC=2)[C-]2C=CC=C2)=CC=1.C1C=CC(P(C2C=CC=CC=2)[C-]2C=CC=C2)=CC=1.Cl[Pd]Cl.[Fe+2]>[NH2:11][C:10]1[C:5]([C:3]([OH:2])=[O:4])=[N:6][C:7]([C:24]2[CH:23]=[N:22][N:21]([CH3:20])[CH:25]=2)=[C:8]([C:12]([F:15])([F:14])[F:13])[CH:9]=1 |f:3.4.5,6.7,9.10.11.12|. Procedure: 3-Amino-6-bromo-5-trifluoromethyl-pyridine-2-carboxylic acid methyl ester (Intermediate A4) (500 mg, 1.672 mmol), PdCl2(dppf).CH2Cl2 adduct (205 mg, 0.251 mmol), 1-methyl-4-(4,4,5,5-tetramethyl-1,3,2-dioxaborolan-2-yl)-1H-pyrazole (383 mg, 1.839 mmol) and Cs2CO3 (6.69 ml, 6.69 mmol) in THF (12 ml) under N2, was heated using microwave radiation at 150° C. for 10 minutes. 2M NaOH (5 ml) was added and the mixture was stirred at RT overnight. The mixture was filtered through Celite® (filter material... Reaction SMILES: [CH2:1]([c:2]1[cH:3][cH:4][cH:5][cH:6][cH:7]1)[O:8][CH2:9][CH2:10][CH2:11][O:12][c:13]1[cH:14][cH:15][c:16]([CH:19]2[CH:20]([CH2:44][O:45][CH3:46])[CH2:21][N:22]([C:37]([O:38][C:39]([CH3:40])([CH3:41])[CH3:42])=[O:43])[CH2:23][CH:24]2[O:25][CH2:26][c:27]2[cH:28][c:29]3[cH:30][cH:31][cH:32][cH:33][c:34]3[cH:35][cH:36]2)[cH:17][cH:18]1.[CH3:48][OH:49].[ClH:47]>>[CH2:1]([c:2]1[cH:3][cH:4][cH:5][cH:6][cH:7]1)[O:8][CH2:9][CH2:10][CH2:11][O:12][c:13]1[cH:14][cH:15][c:16]([CH:19]2[CH:20]([CH2:44][O:45][CH3:46])[CH2:21][NH:22][CH2:23][CH:24]2[O:25][CH2:26][c:27]2[cH:28][c:29]3[cH:30][cH:31][cH:32][cH:33][c:34]3[cH:35][cH:36]2)[cH:17][cH:18]1. The product is COCC1CNCC(OCc2ccc3ccccc3c2)C1c1ccc(OCCCOCc2ccccc2)cc1. Reactants: COCC1CN(C(=O)OC(C)(C)C)CC(OCc2ccc3ccccc3c2)C1c1ccc(OCCCOCc2ccccc2)cc1, CO, Cl. The reactants are Cl (HCl), C(C)(C)(C)OC(NC=1C(=NOC1)C1=CC=C(C=C1)OCC=1C=NC=CC1)=O ({3-[4-(Pyridin-3-ylmethoxy)-phenyl]-isoxazol-4-yl}-carbamic acid tert-butyl ester), C(=O)(O)[O-].[Na+] (NaHCO3). Solvent: O1CCOCC1 (dioxane). Reaction conditions: time 3 hour. The product is N1=CC(=CC=C1)COC1=CC=C(C=C1)C1=NOC=C1N (3-[4-(pyridin-3-ylmethoxy)-phenyl]-isoxazol-4-ylamine). Isolated yield 6.7%. RXN SMILES: C(OC(=O)[NH:7][C:8]1[C:9]([C:13]2[CH:18]=[CH:17][C:16]([O:19][CH2:20][C:21]3[CH:22]=[N:23][CH:24]=[CH:25][CH:26]=3)=[CH:15][CH:14]=2)=[N:10][O:11][CH:12]=1)(C)(C)C.Cl.C([O-])(O)=O.[Na+]>O1CCOCC1>[N:23]1[CH:24]=[CH:25][CH:26]=[C:21]([CH2:20][O:19][C:16]2[CH:17]=[CH:18][C:13]([C:9]3[C:8]([NH2:7])=[CH:12][O:11][N:10]=3)=[CH:14][CH:15]=2)[CH:22]=1 |f:2.3|. Reported procedure: {3-[4-(Pyridin-3-ylmethoxy)-phenyl]-isoxazol-4-yl}-carbamic acid tert-butyl ester (from previous reaction) was dissolved in dioxane (18 mL) and treated with conc. HCl (3.6 mL). After stirring for 3 h, the reaction mixture combined with satd aqueous NaHCO3 (20 mL). The organic layer was separated and dried over Na2SO4. Filtration followed by removal of volatiles under reduced pressure gave an oily white solid from which 3-[4-(pyridin-3-ylmethoxy)-phenyl]-isoxazol-4-ylamine (6.5 mg, 6.7%) was isol... Reactants: COc1cc(Br)c(O)c([N+](=O)[O-])c1, CCOC(C)=O. The product is COc1cc(N)c(O)c(Br)c1. As a reaction SMILES: [Br:1][c:2]1[c:3]([OH:13])[c:4]([N+:10]([O-:11])=[O:12])[cH:5][c:6]([O:8][CH3:9])[cH:7]1.[CH3:14][CH2:15][O:16][C:17]([CH3:18])=[O:19]>>[Br:1][c:2]1[c:3]([OH:13])[c:4]([NH2:10])[cH:5][c:6]([O:8][CH3:9])[cH:7]1. Reactants: OC(C(=O)OCC)CCC1=CC=C(C=C1)OCCC=1N=C(OC1C)C1=CC=CC=C1 (ethyl 2-hydroxy-4-[4-[2-(5-methyl-2-phenyl-4-oxazolyl)ethoxy]phenyl]butyrate), [O-]C#N.[K+] (potassium cyanate). Run in C(CCC)O (butanol). Product: CC1=C(N=C(O1)C1=CC=CC=C1)CCOC1=CC=C(C=C1)CCC1C(NC(O1)=O)=O (5-[2-[4-[2-(5-methyl-2-phenyl-4-oxazolyl)ethoxy]phenyl]ethyl]-2,4-oxazolidinedione). The yield is 62.7%. RXN SMILES: [OH:1][CH:2]([CH2:8][CH2:9][C:10]1[CH:15]=[CH:14][C:13]([O:16][CH2:17][CH2:18][C:19]2[N:20]=[C:21]([C:25]3[CH:30]=[CH:29][CH:28]=[CH:27][CH:26]=3)[O:22][C:23]=2[CH3:24])=[CH:12][CH:11]=1)[C:3](OCC)=[O:4].[O-:31][C:32]#[N:33].[K+]>C(O)CCC>[CH3:24][C:23]1[O:22][C:21]([C:25]2[CH:30]=[CH:29][CH:28]=[CH:27][CH:26]=2)=[N:20][C:19]=1[CH2:18][CH2:17][O:16][C:13]1[CH:14]=[CH:15][C:10]([CH2:9][CH2:8][CH:2]2[O:1][C:32](=[O:31])[NH:33][C:3]2=[O:4])=[CH:11][CH:12]=1 |f:1.2|. Procedure details: A mixture of ethyl 2-hydroxy-4-[4-[2-(5-methyl-2-phenyl-4-oxazolyl)ethoxy]phenyl]butyrate (0.45 g), powdery potassium cyanate (0.24 g) and butanol (20 ml) was heated for 4 days under reflux. The solvent was distilled off under reduced pressure, and the residue was acidified with 2N HCl, followed by extraction with ethyl acetate. The ethyl acetate layer was washed with water, dried (MgSO4), and concentrated. The concentrate was purified by means of a silica gel column chromatography. From the fra... The reactants are CCCC[Sn](CCCC)(CCCC)c1cc(C)nn1C, COC(=O)c1cc(I)c(C(F)(F)F)cc1N, C1COCCO1, [SnH3]. Product: COC(=O)c1cc(-c2cc(C)nn2C)c(C(F)(F)F)cc1N. RXN SMILES: [CH3:17][n:18]1[n:19][c:20]([CH3:36])[cH:21][c:22]1[Sn:23]([CH2:24][CH2:25][CH2:26][CH3:27])([CH2:28][CH2:29][CH2:30][CH3:31])[CH2:32][CH2:33][CH2:34][CH3:35].[CH3:1][O:2][C:3]([c:4]1[c:5]([NH2:15])[cH:6][c:7]([C:11]([F:12])([F:13])[F:14])[c:8]([I:10])[cH:9]1)=[O:16].[O:38]1[CH2:39][CH2:40][O:41][CH2:42][CH2:43]1.[SnH3:37]>>[CH3:1][O:2][C:3]([c:4]1[c:5]([NH2:15])[cH:6][c:7]([C:11]([F:12])([F:13])[F:14])[c:8](-[c:22]2[n:18]([CH3:17])[n:19][c:20]([CH3:36])[cH:21]2)[cH:9]1)=[O:16]. The reactants are N1=C(C=CC=C1)C1=CC=C(C=O)C=C1 (4-(pyridin-2-yl)benzaldehyde), O.NN (hydrazine hydrate). Solvent: CO (methanol), CO (methanol). Run at time 30 minute. Product: N1=C(C=CC=C1)C1=CC=C(C=NN)C=C1 (4-(pyridin-2-yl)benzaldehyde hydrazone). Yield: 100.0%. RXN SMILES: O.[NH2:2][NH2:3].[N:4]1[CH:9]=[CH:8][CH:7]=[CH:6][C:5]=1[C:10]1[CH:17]=[CH:16][C:13]([CH:14]=O)=[CH:12][CH:11]=1>CO>[N:4]1[CH:9]=[CH:8][CH:7]=[CH:6][C:5]=1[C:10]1[CH:17]=[CH:16][C:13]([CH:14]=[N:2][NH2:3])=[CH:12][CH:11]=1 |f:0.1|. Reported procedure: To a mixture of 80% hydrazine hydrate (1.64 g, 26.2 mmol) and methanol (5.0 ml) was dropwise added a solution of 4-(pyridin-2-yl)benzaldehyde (1.5 g, 8.2 mmol) in methanol (5.0 ml) at 25° C. over 10 minutes. After the dropwise addition, the mixture was stirred for 30 minutes. Methanol and excess hydrazine hydrate were evaporated under reduced pressure. The residue was crystallized and 4-(pyridin-2-yl)benzaldehyde hydrazone was obtained as crude crystals at a yield of 1.6 g (yield: 100%). The per... Reactants: [Al+3], C1CCOC1, Cl, COC(=O)c1cc(F)ccc1OCCc1ccc(C(F)(F)F)cc1, [H-], [H-], [H-], [H-], [Li+]. Yields the product OCc1cc(F)ccc1OCCc1ccc(C(F)(F)F)cc1. RXN SMILES: [Al+3:26].[CH2:32]1[O:33][CH2:34][CH2:35][CH2:36]1.[ClH:31].[F:1][c:2]1[cH:3][cH:4][c:5]([O:12][CH2:13][CH2:14][c:15]2[cH:16][cH:17][c:18]([C:21]([F:22])([F:23])[F:24])[cH:19][cH:20]2)[c:6]([C:7](=[O:8])[O:9][CH3:10])[cH:11]1.[H-:25].[H-:28].[H-:29].[H-:30].[Li+:27]>>[F:1][c:2]1[cH:3][cH:4][c:5]([O:12][CH2:13][CH2:14][c:15]2[cH:16][cH:17][c:18]([C:21]([F:22])([F:23])[F:24])[cH:19][cH:20]2)[c:6]([CH2:7][OH:8])[cH:11]1.